Dataset: the Open Reaction Database (ORD), a public repository of structured organic reaction records. Task: describe an organic reaction: reactants, conditions, products, and yield Starting materials: C(C)(C)OCCOCC1=CC=C(OCC2CO2)C=C1 (1-[4-(2-isopropoxyethoxymethyl)phenoxy]-2,3-epoxypropane), NCCOC1=C(C=C(C=C1)C=1CCC(NN1)=O)Cl (6-[4-(2-aminoethoxy)-3-chloro-phenyl]-4,5-dihydro-3(2H)-pyridazinone). Yields the product C(C)(C)OCCOCC1=CC=C(OCC(CNCCOC2=C(C=C(C=C2)C=2CCC(NN2)=O)Cl)O)C=C1 (6-[4-[2-[3-(4-(2-Isopropoxyethoxy-methyl)phenoxy)-2-hydroxypropylamino]ethoxy]-3-chloro-phenyl]-4,5-dihydro-3(2H)-pyridazinone). As a reaction SMILES: [CH:1]([O:4][CH2:5][CH2:6][O:7][CH2:8][C:9]1[CH:19]=[CH:18][C:12]([O:13][CH2:14][CH:15]2[O:17][CH2:16]2)=[CH:11][CH:10]=1)([CH3:3])[CH3:2].[NH2:20][CH2:21][CH2:22][O:23][C:24]1[CH:29]=[CH:28][C:27]([C:30]2[CH2:31][CH2:32][C:33](=[O:36])[NH:34][N:35]=2)=[CH:26][C:25]=1[Cl:37]>>[CH:1]([O:4][CH2:5][CH2:6][O:7][CH2:8][C:9]1[CH:19]=[CH:18][C:12]([O:13][CH2:14][CH:15]([OH:17])[CH2:16][NH:20][CH2:21][CH2:22][O:23][C:24]2[CH:29]=[CH:28][C:27]([C:30]3[CH2:31][CH2:32][C:33](=[O:36])[NH:34][N:35]=3)=[CH:26][C:25]=2[Cl:37])=[CH:11][CH:10]=1)([CH3:3])[CH3:2]. Procedure details: Prepared analogously to Example 1 from 1-[4-(2-isopropoxyethoxymethyl)phenoxy]-2,3-epoxypropane and 6-[4-(2-aminoethoxy)-3-chloro-phenyl]-4,5-dihydro-3(2H)-pyridazinone. The reactants are ClC1=CC=C(C=C1)C (p-chlorotoluene), C(=O)=O (carbon dioxide), [Na] (sodium), C(=O)=O (carbon dioxide). The solvent is C1CCCCC1 (cyclohexane). Reaction conditions: temperature 80 celsius. Product: C1(=CC=CC=C1)CC(=O)O (phenylacetic acid). Yield: 94.1%. RXN SMILES: Cl[C:2]1[CH:7]=[CH:6][C:5]([CH3:8])=[CH:4][CH:3]=1.[Na].[C:10](=[O:12])=[O:11]>C1CCCCC1>[C:5]1([CH2:8][C:10]([OH:12])=[O:11])[CH:6]=[CH:7][CH:2]=[CH:3][CH:4]=1 |^1:8|. Reported procedure: In accordance with the process of Example 1, 12.7 g of p-chlorotoluene were contacted and reacted with 5.4 g of sodium dispersed in 50 ml of cyclohexane at 20° C to 30° C and then the reaction mixture was heated to 80° C for 5 hours to rearrange the product. The reaction mixture was cooled to 20° C to 23° C and was gradually poured onto 10 g of solid carbon dioxide with stirring to effect the carbonylation reaction. After the reaction with carbon dioxide, the post-treatment procedure was conduct... The product is O=c1ccn(CCCO[Si](c2ccccc2)(c2ccccc2)c2ccccc2)c(=O)[nH]1. The reactants are O=c1ccn(CCCO)c(=O)[nH]1, Cl[Si](c1ccccc1)(c1ccccc1)c1ccccc1, c1ccncc1. RXN SMILES: [OH:1][CH2:2][CH2:3][CH2:4][n:5]1[c:6](=[O:7])[nH:8][c:9](=[O:10])[cH:11][cH:12]1.[c:13]1([Si:19]([c:20]2[cH:21][cH:22][cH:23][cH:24][cH:25]2)([c:26]2[cH:27][cH:28][cH:29][cH:30][cH:31]2)[Cl:32])[cH:14][cH:15][cH:16][cH:17][cH:18]1.[cH:33]1[cH:34][cH:35][n:36][cH:37][cH:38]1>>[O:1]([CH2:2][CH2:3][CH2:4][n:5]1[c:6](=[O:7])[nH:8][c:9](=[O:10])[cH:11][cH:12]1)[Si:19]([c:13]1[cH:14][cH:15][cH:16][cH:17][cH:18]1)([c:20]1[cH:21][cH:22][cH:23][cH:24][cH:25]1)[c:26]1[cH:27][cH:28][cH:29][cH:30][cH:31]1. Starting materials: CCOC(C)=O, CCCCCCC, CC(C)c1cccc(C2(O)CCCCC2)c1, ClCCl, [N-]=[N+]=[N-], [NH4+], [Na+], [OH-], O, O=C(O)C(F)(F)F. Product: CC(C)c1cccc(C2(N=[N+]=[N-])CCCCC2)c1. As a reaction SMILES: [CH3:34][CH2:35][O:36][C:37](=[O:38])[CH3:39].[CH3:40][CH2:41][CH2:42][CH2:43][CH2:44][CH2:45][CH3:46].[CH:1]([CH3:2])([CH3:3])[c:4]1[cH:5][c:6]([C:10]2([OH:16])[CH2:11][CH2:12][CH2:13][CH2:14][CH2:15]2)[cH:7][cH:8][cH:9]1.[Cl:30][CH2:31][Cl:32].[N-:18]=[N+:19]=[N-:20].[NH4+:28].[Na+:17].[OH-:29].[OH2:33].[OH:21][C:22]([C:23]([F:24])([F:25])[F:26])=[O:27]>>[CH:1]([CH3:2])([CH3:3])[c:4]1[cH:5][c:6]([C:10]2([N:18]=[N+:19]=[N-:20])[CH2:11][CH2:12][CH2:13][CH2:14][CH2:15]2)[cH:7][cH:8][cH:9]1. The reactants are C(N)(=O)[C@@H]1[C@@H]([C@H]2C=C[C@@H]1C2)NC2=C1C(=NC=C2Cl)NC(=N1)C=1C=C(C(=O)N2CCN(CC2)C(=O)OC(C)(C)C)C=CC1 (tert-butyl 4-(3-(7-((1R,2R,3S,4S)-3-carbamoylbicyclo[2.2.1]hept-5-en-2-ylamino)-6-chloro-3H-imidazo[4,5-b]pyridin-2-yl)benzoyl)piperazine-1-carboxylate). The solvent is C(=O)(C(F)(F)F)O (TFA), C(Cl)Cl (DCM). Reaction conditions: time 6 hour. Yields the product ClC=1C(=C2C(=NC1)NC(=N2)C2=CC(=CC=C2)C(=O)N2CCNCC2)N[C@H]2[C@H]([C@@H]1C=C[C@H]2C1)C(=O)N ((1S,2S,3R,4R)-3-(6-chloro-2-(3-(piperazine-1-carbonyl)phenyl)-3H-imidazo[4,5-b]pyridin-7-ylamino)bicyclo[2.2.1]hept-5-ene-2-carboxamide). Isolated yield 56.5%. Reaction SMILES: [C:1]([C@H:4]1[C@H:9]2[CH2:10][C@H:6]([CH:7]=[CH:8]2)[C@H:5]1[NH:11][C:12]1[C:17]([Cl:18])=[CH:16][N:15]=[C:14]2[NH:19][C:20]([C:22]3[CH:23]=[C:24]([CH:40]=[CH:41][CH:42]=3)[C:25]([N:27]3[CH2:32][CH2:31][N:30](C(OC(C)(C)C)=O)[CH2:29][CH2:28]3)=[O:26])=[N:21][C:13]=12)(=[O:3])[NH2:2]>C(O)(C(F)(F)F)=O.C(Cl)Cl>[Cl:18][C:17]1[C:12]([NH:11][C@@H:5]2[C@@H:6]3[CH2:10][C@@H:9]([CH:8]=[CH:7]3)[C@@H:4]2[C:1]([NH2:2])=[O:3])=[C:13]2[N:21]=[C:20]([C:22]3[CH:42]=[CH:41][CH:40]=[C:24]([C:25]([N:27]4[CH2:32][CH2:31][NH:30][CH2:29][CH2:28]4)=[O:26])[CH:23]=3)[NH:19][C:14]2=[N:15][CH:16]=1. Reported procedure: tert-butyl 4-(3-(7-((1R,2R,3S,4S)-3-carbamoylbicyclo[2.2.1]hept-5-en-2-ylamino)-6-chloro-3H-imidazo[4,5-b]pyridine-2-yl)benzoyl)piperazine-1-carboxylate (18) (160 mg, 0.27 mmol) was dissolved in 2 mL of 20% TFA solution in DCM. The reaction mixture was stirred at room temperature for 6 h. After 6 h, DCM was evaporated and the residue was triturated with ether to obtain the desired product (75 mg, 56% yield) as a light brown hygroscopic solid. The reactants are CNc1ccc([N+](=O)[O-])cc1C(=O)n1nc(O)c2ccccc21, CCO. Yields the product CNc1ccc(N)cc1C(=O)n1nc(O)c2ccccc21. Reaction SMILES: [CH3:1][NH:2][c:3]1[c:4]([C:5](=[O:6])[n:7]2[n:8][c:9]([OH:16])[c:10]3[cH:11][cH:12][cH:13][cH:14][c:15]23)[cH:17][c:18]([N+:21]([O-:22])=[O:23])[cH:19][cH:20]1.[CH3:24][CH2:25][OH:26]>>[CH3:1][NH:2][c:3]1[c:4]([C:5](=[O:6])[n:7]2[n:8][c:9]([OH:16])[c:10]3[cH:11][cH:12][cH:13][cH:14][c:15]23)[cH:17][c:18]([NH2:21])[cH:19][cH:20]1. The product is C(CC)N(CCC)[SiH](CC)CC (N,N-di-n-propylaminodiethylsilane). Solvent: hexanes. Procedure: Traditional method to make organoaminocarbosilane: Chlorodiethysilane (18.5 g, 151 mmol) was added dropwise to a stirred solution of di-n-propylamine (32.1 g, 317 mmol) in hexanes (250 mL) at −15° C. The resulting white slurry was allowed to warm to room temperature while stirring. The white solids were removed by filtration and the colorless filtrate was purified by vacuum distillation to obtain 22.2 g of N,N-di-n-propylaminodiethylsilane. GC-MS showed the following peaks: 187 (M+), 172 (M-15),... Reaction SMILES: Cl[SiH:2]([CH2:5][CH3:6])[CH2:3][CH3:4].[CH2:7]([NH:10][CH2:11][CH2:12][CH3:13])[CH2:8][CH3:9]>>[CH2:7]([N:10]([SiH:2]([CH2:5][CH3:6])[CH2:3][CH3:4])[CH2:11][CH2:12][CH3:13])[CH2:8][CH3:9]. Starting materials: Cl[SiH](CC)CC (Chlorodiethysilane), C(CC)NCCC (di-n-propylamine). The yield is 78.5%.